This data is from the Open Reaction Database (ORD), a public repository of structured organic reaction records. The task is: describe an organic reaction: reactants, conditions, products, and yield Reactants: NC(C1(CCCC1)N(C)C)C1=CC=CC=C1 ({1-[amino(phenyl)methyl]cyclopentyl}dimethylamine), ClC1=CC(=C(C(=O)O)C(=C1)SC)C (4-chloro-2-methyl-6-(methylthio)benzoic acid), C(CCl)Cl (EDC), C=1C=CC2=C(C1)N=NN2O (HOBt). The solvent is C(Cl)Cl (DCM). Reaction conditions: time 4 hour. Yields the product ClC1=CC(=C(C(=O)NC(C2=CC=CC=C2)C2(CCCC2)N(C)C)C(=C1)SC)C (4-Chloro-N-[[1-(dimethylamino)cyclopentyl](phenyl)methyl]-2-methyl-6-(methylthio)benzamide). The yield is 52.0%. RXN SMILES: [NH2:1][CH:2]([C:11]1[CH:16]=[CH:15][CH:14]=[CH:13][CH:12]=1)[C:3]1([N:8]([CH3:10])[CH3:9])[CH2:7][CH2:6][CH2:5][CH2:4]1.[Cl:17][C:18]1[CH:26]=[C:25]([S:27][CH3:28])[C:21]([C:22](O)=[O:23])=[C:20]([CH3:29])[CH:19]=1.C(Cl)CCl.C1C=CC2N(O)N=NC=2C=1>C(Cl)Cl>[Cl:17][C:18]1[CH:26]=[C:25]([S:27][CH3:28])[C:21]([C:22]([NH:1][CH:2]([C:3]2([N:8]([CH3:10])[CH3:9])[CH2:7][CH2:6][CH2:5][CH2:4]2)[C:11]2[CH:12]=[CH:13][CH:14]=[CH:15][CH:16]=2)=[O:23])=[C:20]([CH3:29])[CH:19]=1. Procedure details: A mixture of {1-[amino(phenyl)methyl]cyclopentyl}dimethylamine D3 enantiomer 2 (203 mg; 0.93 mmol), 4-chloro-2-methyl-6-(methylthio)benzoic acid (obtainable as described in F. P. Doyle, J. H. C. Nayler, H. R. J. Waddington, J. C. Hanson and G. R. Thomas. J. Chem. Soc. 1963, 497) (202 mg; 0.93 mmol), EDC (178 mg; 0.93 mmol) and HOBt (143 mg; 0.93 mmol) in DCM (20 ml) was stirred at room temperature for 4 h and then stood at room temperature for 90 h. The resulting reaction mixture was washed with... Starting materials: Cc1ccc(-c2oncc2C(=O)O)cc1, Cl, O=S(=O)(c1ccccc1)C1CCNC1. The product is Cc1ccc(-c2oncc2C(=O)N2CCC(S(=O)(=O)c3ccccc3)C2)cc1. Reaction SMILES: [CH3:1][c:2]1[cH:3][cH:4][c:5](-[c:8]2[c:9]([C:13](=[O:14])[OH:15])[cH:10][n:11][o:12]2)[cH:6][cH:7]1.[ClH:16].[c:17]1([S:23](=[O:24])(=[O:25])[CH:26]2[CH2:27][NH:28][CH2:29][CH2:30]2)[cH:18][cH:19][cH:20][cH:21][cH:22]1>>[CH3:1][c:2]1[cH:3][cH:4][c:5](-[c:8]2[c:9]([C:13](=[O:15])[N:28]3[CH2:27][CH:26]([S:23]([c:17]4[cH:18][cH:19][cH:20][cH:21][cH:22]4)(=[O:24])=[O:25])[CH2:30][CH2:29]3)[cH:10][n:11][o:12]2)[cH:6][cH:7]1. Reactants: Cl.ClC1=CC2=C(OC=C2CCCN2CCN(CC2)C2=NC=CC=C2OC)C=C1 (1-[3-(5-chlorobenzo[b]furan-3-yl)propyl]-4-(3-methoxy-2-pyridinyl)piperazine hydrochloride), S(=O)(=O)(C1=CC=C(C)C=C1)OCCC=1C2=C(OC1)C=CC(=C2)Cl (5-chloro-3-benzo[b]furanethanol tosylate), COC=1C(=NC=CC1)N1CCNCC1 (1-(3-methoxy-2-pyridinyl)piperazine). Product: Cl.ClC1=CC2=C(OC=C2CCN2CCN(CC2)C2=NC=CC=C2OC)C=C1 (1-[2-(5-chlorobenzo[b]furan-3-yl)ethyl]-4-(3-methoxy-2-pyridinyl)piperazine hydrochloride). As a reaction SMILES: Cl.[Cl:2]C1C=CC2OC=C(CCC[N:13]3[CH2:18][CH2:17][N:16]([C:19]4[C:24]([O:25][CH3:26])=[CH:23][CH:22]=[CH:21][N:20]=4)[CH2:15][CH2:14]3)C=2C=1.S(O[CH2:40][CH2:41][C:42]1[C:43]2[CH:50]=[C:49]([Cl:51])[CH:48]=[CH:47][C:44]=2[O:45][CH:46]=1)(C1C=CC(C)=CC=1)(=O)=O.COC1C(N2CCNCC2)=NC=CC=1>>[ClH:2].[Cl:51][C:49]1[CH:48]=[CH:47][C:44]2[O:45][CH:46]=[C:42]([CH2:41][CH2:40][N:13]3[CH2:14][CH2:15][N:16]([C:19]4[C:24]([O:25][CH3:26])=[CH:23][CH:22]=[CH:21][N:20]=4)[CH2:17][CH2:18]3)[C:43]=2[CH:50]=1 |f:0.1,4.5|. Procedure: The title compound was prepared (0.55 g, 63%, mp 217°-220° C.) in a manner analogous to the preparation of 1-[3-(5-chlorobenzo[b]furan-3-yl)propyl]-4-(3-methoxy-2-pyridinyl)piperazine (Example 25) by the reaction of 5-chloro-3-benzo[b]furanethanol tosylate with 1-(3-methoxy-2-pyridinyl)piperazine.